Dataset: the Open Reaction Database (ORD), a public repository of structured organic reaction records. Task: describe an organic reaction: reactants, conditions, products, and yield Starting materials: ClC=1C=C(C=CC1OCCC)C1=NC(=NO1)C1=C2C=CNC2=CC=C1 (5-(3-Chloro-4-propoxyphenyl)-3-(1H-indol-4-yl)-1,2,4-oxadiazole), C(C)OC=1C=C(C=CC1OCC)C1=NC(=NO1)C1=C2C=CNC2=CC=C1 (5-(3,4-diethoxyphenyl)-3-(1H-indol-4-yl)-1,2,4-oxadiazole). The product is ClC=1C=C(C=CC1OCCC)C1=NC(=NO1)C1=C2CCNC2=CC=C1 (5-(3-Chloro-4-propoxyphenyl)-3-(indolin-4-yl)-1,2,4-oxadiazole). Yield: 99.0%. As a reaction SMILES: [Cl:1][C:2]1[CH:3]=[C:4]([C:12]2[O:16][N:15]=[C:14]([C:17]3[CH:25]=[CH:24][CH:23]=[C:22]4[C:18]=3[CH:19]=[CH:20][NH:21]4)[N:13]=2)[CH:5]=[CH:6][C:7]=1[O:8][CH2:9][CH2:10][CH3:11].C(OC1C=C(C2ON=C(C3C=CC=C4C=3C=CN4)N=2)C=CC=1OCC)C>>[Cl:1][C:2]1[CH:3]=[C:4]([C:12]2[O:16][N:15]=[C:14]([C:17]3[CH:25]=[CH:24][CH:23]=[C:22]4[C:18]=3[CH2:19][CH2:20][NH:21]4)[N:13]=2)[CH:5]=[CH:6][C:7]=1[O:8][CH2:9][CH2:10][CH3:11]. Procedure details: When the product of Step D was substituted for 5-(3,4-diethoxyphenyl)-3-(1H-indol-4-yl)-1,2,4-oxadiazole in Example 34, Step C, the identical process afforded the title compound in 99% yield. 1H-NMR (CDCl3) 1.09 (tr, 3H, J=7.37 Hz); 1.81-1.94 (m, 2H); 3.51 (tr, 2H, J=8.08 Hz); 3.71 (tr, 2H, J=8.48 Hz); 4.08 (tr, 2H, J=6.47 Hz); 6.92 (d, 1H, J=7.44 Hz); 7.00 (d, 1H, J=8.72 Hz); 7.22 (tr, 1H, J=7.85 Hz); 7.65 (d, 1H, J=7.78 Hz); 8.04 (dd, 1H, J=8.63, 2.11 Hz); 8.21 (d, 1H, J=2.09 Hz). Starting materials: BrCCCCBr, CCOC(C)=O, CCN(C(C)C)C(C)C, NC1CCC(CNc2nc(NCc3ccccc3OC(F)(F)F)ncc2[N+](=O)[O-])CC1, CN(C)C=O. Yields the product O=[N+]([O-])c1cnc(NCc2ccccc2OC(F)(F)F)nc1NCC1CCC(N2CCCC2)CC1. As a reaction SMILES: [Br:32][CH2:33][CH2:34][CH2:35][CH2:36][Br:37].[CH3:52][CH2:53][O:54][C:55]([CH3:56])=[O:57].[CH:38]([N:39]([CH2:40][CH3:41])[CH:42]([CH3:43])[CH3:44])([CH3:45])[CH3:46].[NH2:1][CH:2]1[CH2:3][CH2:4][CH:5]([CH2:8][NH:9][c:10]2[n:11][c:12]([NH:19][CH2:20][c:21]3[c:22]([O:27][C:28]([F:29])([F:30])[F:31])[cH:23][cH:24][cH:25][cH:26]3)[n:13][cH:14][c:15]2[N+:16](=[O:17])[O-:18])[CH2:6][CH2:7]1.[O:47]=[CH:48][N:49]([CH3:50])[CH3:51]>>[N:1]1([CH:2]2[CH2:3][CH2:4][CH:5]([CH2:8][NH:9][c:10]3[n:11][c:12]([NH:19][CH2:20][c:21]4[c:22]([O:27][C:28]([F:29])([F:30])[F:31])[cH:23][cH:24][cH:25][cH:26]4)[n:13][cH:14][c:15]3[N+:16](=[O:17])[O-:18])[CH2:6][CH2:7]2)[CH2:33][CH2:34][CH2:35][CH2:36]1. Starting materials: C(#CCCCCCCCCCCC)C1=C(C=CC=C1)C=C(P(O)(O)=O)P(O)(O)=O ([2-[2-(1-Tridecynyl)phenyl]ethenylidene]bisphosphonic acid), [O-]CC.[Na+] (sodium ethoxide), C(C)O (ethanol). Run in O1CCCC1 (tetrahydrofuran). Conditions: time 20 minute. Product: C(#CCCCCCCCCCCC)C1=C(C=CC=C1)C=C(P(O)(O)=O)P([O-])([O-])=O.[Na+].[Na+] (Disodium [2-[2-(1-tridecynyl)phenyl]ethenylidene]bisphosphonate). Isolated yield 94.0%. Reaction SMILES: [C:1]([C:14]1[CH:19]=[CH:18][CH:17]=[CH:16][C:15]=1[CH:20]=[C:21]([P:26](=[O:29])([OH:28])[OH:27])[P:22](=[O:25])([OH:24])[OH:23])#[C:2][CH2:3][CH2:4][CH2:5][CH2:6][CH2:7][CH2:8][CH2:9][CH2:10][CH2:11][CH2:12][CH3:13].[O-]CC.[Na+:33].C(O)C>O1CCCC1>[C:1]([C:14]1[CH:19]=[CH:18][CH:17]=[CH:16][C:15]=1[CH:20]=[C:21]([P:26](=[O:27])([O-:28])[O-:29])[P:22](=[O:23])([OH:24])[OH:25])#[C:2][CH2:3][CH2:4][CH2:5][CH2:6][CH2:7][CH2:8][CH2:9][CH2:10][CH2:11][CH2:12][CH3:13].[Na+:33].[Na+:33] |f:1.2,5.6.7|. Reported procedure: [2-[2-(1-Tridecynyl)phenyl]ethenylidene]bisphosphonic acid (0.101 g, 0.228 mmol) prepared according to Example 10 was dissolved in dry tetrahydrofuran (10 ml) and stirred while sodium ethoxide in ethanol (0.177M, 2.58 ml, 0.457 mmol) was added. After 20 minutes, the solvent was removed under reduced pressure to give a yellowish solid. This solid was pulverized and washed successively with dry ether, tetrahydrofuran, acetone, acetonitrile, and ethanol, then dried on the vacuum line, 0.104 g, 0.21...